This data is from the Open Reaction Database (ORD), a public repository of structured organic reaction records. The task is: describe an organic reaction: reactants, conditions, products, and yield Starting materials: C(=O)N1CCOCC1 (N-formylmorpholine), solution, C(C)(C)(C)[Li] (tert.-butyllithium), BrC=1C=CC2=C(C(CCCO2)O)C1 (7-bromo-5-hydroxy-2,3,4,5-tetrahydro-1-benzoxepin). Solvent: C1CCOC1 (THF), C(C)OCC (diethyl ether), ice water, CCCCC (n-pentane), C1CCOC1 (THF). Run at temperature -78 celsius, time 1 hour. Yields the product C(=O)C=1C=CC2=C(C(CCCO2)O)C1 (7-Formyl-5-hydroxy-2,3,4,5-tetrahydro-1-benzoxepin). The yield is 105.9%. Reaction SMILES: C([Li])(C)(C)C.Br[C:7]1[CH:8]=[CH:9][C:10]2[O:16][CH2:15][CH2:14][CH2:13][CH:12]([OH:17])[C:11]=2[CH:18]=1.[CH:19](N1CCOCC1)=[O:20]>CCCCC.C1COCC1.C(OCC)C>[CH:19]([C:7]1[CH:8]=[CH:9][C:10]2[O:16][CH2:15][CH2:14][CH2:13][CH:12]([OH:17])[C:11]=2[CH:18]=1)=[O:20]. Reported procedure: 254 ml (0.6 mole) of a 1.7 molar solution of tert.-butyllithium in n-pentane is slowly added dropwise under argon to a stirred solution of 48.6 g (0.2 mole) of 7-bromo-5-hydroxy-2,3,4,5-tetrahydro-1-benzoxepin in 550 ml of absolute THF at -90° C. to -100° C. The mixture is subsequently stirred at -78° C. for 1 hour and then, at this temperature, a solution of 24 ml (0.24 mole) of N-formylmorpholine in 180 ml of absolute THF is added dropwise while stirring vigorously. The mixture is stirred at -...